From a dataset of the Open Reaction Database (ORD), a public repository of structured organic reaction records. describe an organic reaction: reactants, conditions, products, and yield The reactants are C(C)(C)(C)OC(N[C@@H](C(C)(C)C)C(N[C@H]1CN(CC1)CC1=CC=CC=C1)=O)=O ([1-(S)-(1-Benzyl-pyrrolidin-3-(R)-ylcarbamoyl)-2,2-dimethyl-propyl]-carbamic acid tert-butyl ester). Solvent: FC(C(=O)O)(F)F.ClCCl (trifluoroacetic acid dichloromethane). Yields the product N[C@H](C(=O)N[C@H]1CN(CC1)CC1=CC=CC=C1)C(C)(C)C (2-(S)-Amino-N-(1-benzyl-pyrrolidin-3-(R)-yl)-3,3-dimethyl-butyramide). As a reaction SMILES: C(OC(=O)[NH:7][C@H:8]([C:13](=[O:27])[NH:14][C@@H:15]1[CH2:19][CH2:18][N:17]([CH2:20][C:21]2[CH:26]=[CH:25][CH:24]=[CH:23][CH:22]=2)[CH2:16]1)[C:9]([CH3:12])([CH3:11])[CH3:10])(C)(C)C>FC(F)(F)C(O)=O.ClCCl>[NH2:7][C@@H:8]([C:9]([CH3:12])([CH3:11])[CH3:10])[C:13]([NH:14][C@@H:15]1[CH2:19][CH2:18][N:17]([CH2:20][C:21]2[CH:26]=[CH:25][CH:24]=[CH:23][CH:22]=2)[CH2:16]1)=[O:27] |f:1.2|. Procedure details: A solution of 1a (0.80 g, 2.06 mmole) in 40% trifluoroacetic acid/dichloromethane (15 mL) was stirred at room temperature for 4 h. The solvent was removed by rotary evaporation, and the resulting organic residue was carefully partitioned between dichloromethane and a saturated solution of sodium bicarbonate (30 mL each). The organic extract was dried over anhydrous sodium sufate, filtered, and concentrated to give 2a as a light brown oil. This amine was used without further purification.